The task is: describe an organic reaction: reactants, conditions, products, and yield. This data is from the Open Reaction Database (ORD), a public repository of structured organic reaction records. Reactants: C(C)C=1NN(C(C1)=O)C1=CC=CC=C1 (3-ethyl-1-phenyl-5-pyrazolone), FC(C(C(=O)OC)=O)(F)F (methyl trifluoropyruvate). The solvent is C(Cl)(Cl)Cl (chloroform). Reaction conditions: temperature 80 celsius, time 2 hour. Product: COC(C(C1=C(NN(C1=O)C1=CC=CC=C1)CC)(C(F)(F)F)O)=O (3-ethyl-α-hydroxy-2,5-dihydro-5-oxo-1-phenyl-α-trifluoromethyl-1H-pyrazole-4-acetic acid methyl ester), solid. As a reaction SMILES: [CH2:1]([C:3]1[NH:4][N:5]([C:9]2[CH:14]=[CH:13][CH:12]=[CH:11][CH:10]=2)[C:6](=[O:8])[CH:7]=1)[CH3:2].[F:15][C:16]([F:24])([F:23])[C:17](=[O:22])[C:18]([O:20][CH3:21])=[O:19]>C(Cl)(Cl)Cl>[CH3:21][O:20][C:18](=[O:19])[C:17]([OH:22])([C:16]([F:24])([F:23])[F:15])[C:7]1[C:6](=[O:8])[N:5]([C:9]2[CH:14]=[CH:13][CH:12]=[CH:11][CH:10]=2)[NH:4][C:3]=1[CH2:1][CH3:2]. Procedure details: To a chloroform solution (5 ml) of 3-ethyl-1-phenyl-5-pyrazolone (94 mg, 0.5 mmol), methyl trifluoropyruvate (78 mg, 0.5 mmol) was added at room temperature and the mixture was stirred at 80° C. for 2 hours. After removing the solvent under reduced pressure, the title compound was obtained as a colorless solid (172 mg).